Dataset: the Open Reaction Database (ORD), a public repository of structured organic reaction records. Task: describe an organic reaction: reactants, conditions, products, and yield Starting materials: C(C)(C)(C)OC(N(C)C(C(=O)NC1=NC(=C(C=C1)Br)C#CC1=CC2=CC=CC=C2C=C1)C)=O (tert-butyl-N-[1-[[5-bromo-6-(2-naphthalen-2-ylethynyl)pyridin-2-yl]amino]-1-oxopropan-2-yl]-N-methylcarbamate), N1=CC(=CC2=CC=CC=C12)B(O)O (quinolin-3-ylboronic acid), C(=O)([O-])[O-].[Na+].[Na+] (Na2CO3), O1CCOCC1 (dioxane). Reagents/catalysts: Cl[Pd]([P](C1=CC=CC=C1)(C2=CC=CC=C2)C3=CC=CC=C3)([P](C4=CC=CC=C4)(C5=CC=CC=C5)C6=CC=CC=C6)Cl (Dichlorobis(triphenylphosphine)palladium(II)). The solvent is O (water), CO (MeOH), C(Cl)Cl (DCM). Run at temperature 85 celsius, time 2 hour. Yields the product C(C)(C)(C)OC(N(C(C(=O)NC1=NC(=C(C=C1)C=1C=NC2=CC=CC=C2C1)C#CC1=CC2=CC=CC=C2C=C1)C)C)=O (tert-butyl-N-methyl-N-[1-[[6-(2-naphthalen-2-ylethynyl)-5-quinolin-3-yl-pyridin-2-yl]amino]-1-oxopropan-2-yl]carbamate). Reaction SMILES: [C:1]([O:5][C:6](=[O:33])[N:7]([CH:9]([CH3:32])[C:10]([NH:12][C:13]1[CH:18]=[CH:17][C:16](Br)=[C:15]([C:20]#[C:21][C:22]2[CH:31]=[CH:30][C:29]3[C:24](=[CH:25][CH:26]=[CH:27][CH:28]=3)[CH:23]=2)[N:14]=1)=[O:11])[CH3:8])([CH3:4])([CH3:3])[CH3:2].[N:34]1[C:43]2[C:38](=[CH:39][CH:40]=[CH:41][CH:42]=2)[CH:37]=[C:36](B(O)O)[CH:35]=1.C([O-])([O-])=O.[Na+].[Na+].O1CCOCC1>C(Cl)Cl.Cl[Pd](Cl)([P](C1C=CC=CC=1)(C1C=CC=CC=1)C1C=CC=CC=1)[P](C1C=CC=CC=1)(C1C=CC=CC=1)C1C=CC=CC=1.O.CO>[C:1]([O:5][C:6](=[O:33])[N:7]([CH3:8])[CH:9]([CH3:32])[C:10]([NH:12][C:13]1[CH:18]=[CH:17][C:16]([C:36]2[CH:35]=[N:34][C:43]3[C:38]([CH:37]=2)=[CH:39][CH:40]=[CH:41][CH:42]=3)=[C:15]([C:20]#[C:21][C:22]2[CH:31]=[CH:30][C:29]3[C:24](=[CH:25][CH:26]=[CH:27][CH:28]=3)[CH:23]=2)[N:14]=1)=[O:11])([CH3:4])([CH3:3])[CH3:2] |f:2.3.4,^1:64,83|. Procedure details: A mixture of tert-butyl-N-[1-[[5-bromo-6-(2-naphthalen-2-ylethynyl)pyridin-2-yl]amino]-1-oxopropan-2-yl]-N-methylcarbamate C2c (150 mg, 0.30 mmol), quinolin-3-ylboronic acid (61 mg, 0.35 mmol), Dichlorobis(triphenylphosphine)palladium(II) (40 mg, 0.06 mmol), Na2CO3 (63 mg, 0.59 mmol), dioxane (1 ml), MeOH (0.2 ml) and water (0.1 ml) is stirred under argon atmosphere for 2 h at 85° C. The mixture is diluted with DCM and extracted with a saturated aqueous solution of NaHCO3. The combined organic l... Yields the product NC1=NC=C(C2=C1C(=CS2)C2=CC(=C(C=C2)NC(=O)C=2N(C1=CC=CC=C1C2)C)OC)NC(=O)NC2=CC=CC=C2 (N-(4-{4-amino-7-[(anilinocarbonyl)amino]thieno[3,2-c]pyridin-3-yl}-2-methoxyphenyl)-1-methyl-1H-indole-2-carboxamide). Reactants: NC=1C2=C(C(=NC1)N=CN(C)C)C(=CS2)C2=CC(=C(C=C2)NC(=O)C=2N(C1=CC=CC=C1C2)C)OC (N-[4-(7-amino-4-{[(dimethylamino)methylene]amino}thieno[3,2-c]pyridin-3-yl)-2-methoxyphenyl]-1-methyl-1H-indole-2-carboxamide), C1(=CC=CC=C1)N=C=O (phenyl isocyanate). Procedure: The title compound was prepared using N-[4-(7-amino-4-{[(dimethylamino)methylene]amino}thieno[3,2-c]pyridin-3-yl)-2-methoxyphenyl]-1-methyl-1H-indole-2-carboxamide and phenyl isocyanate using General Procedure N followed by General Procedure M. 1H NMR (DMSO-d6, 400 MHz) δ 9.52 (s, 1H), 9.07 (s, 1H), 8.58 (s, 1H), 8.09 (s, 1H), 8.06 (d, 1H), 7.73 (m, 2H), 7.60 (d, 1H), 7.49 (d, 2H), 7.36 (s, 1H), 7.30 (m, 4H), 7.14 (m, 2H), 7.00 (t, 1H), 6.10 (br, 2H), 4.04 (s, 3H), 3.93 (s, 3H); MS: (MH)+ 563. As a reaction SMILES: [NH2:1][C:2]1[C:3]2[S:15][CH:14]=[C:13]([C:16]3[CH:21]=[CH:20][C:19]([NH:22][C:23]([C:25]4[N:26]([CH3:34])[C:27]5[C:32]([CH:33]=4)=[CH:31][CH:30]=[CH:29][CH:28]=5)=[O:24])=[C:18]([O:35][CH3:36])[CH:17]=3)[C:4]=2[C:5]([N:8]=CN(C)C)=[N:6][CH:7]=1.[C:37]1([N:43]=[C:44]=[O:45])[CH:42]=[CH:41][CH:40]=[CH:39][CH:38]=1>>[NH2:8][C:5]1[C:4]2[C:13]([C:16]3[CH:21]=[CH:20][C:19]([NH:22][C:23]([C:25]4[N:26]([CH3:34])[C:27]5[C:32]([CH:33]=4)=[CH:31][CH:30]=[CH:29][CH:28]=5)=[O:24])=[C:18]([O:35][CH3:36])[CH:17]=3)=[CH:14][S:15][C:3]=2[C:2]([NH:1][C:44]([NH:43][C:37]2[CH:42]=[CH:41][CH:40]=[CH:39][CH:38]=2)=[O:45])=[CH:7][N:6]=1.